This data is from the Open Reaction Database (ORD), a public repository of structured organic reaction records. The task is: describe an organic reaction: reactants, conditions, products, and yield Reactants: C1COC2(CCC(CC2)=O)O1 (1,4-cyclohexanedione monoethylene ketal), [BH4-].[Na+] (NaBH4), C(CC(O)(C(=O)O)CC(=O)O)(=O)O (citric acid). Run in O1CCOCC1 (dioxane), C(C)O (ethanol). Product: C1COC2(CCC(CC2)O)O1 (1-hydroxy-4-cyclohexanone ethylene ketal). Isolated yield 88.5%. Reaction SMILES: [CH2:1]1[O:11][C:4]2([CH2:9][CH2:8][C:7](=[O:10])[CH2:6][CH2:5]2)[O:3][CH2:2]1.[BH4-].[Na+].C(O)(=O)CC(CC(O)=O)(C(O)=O)O>O1CCOCC1.C(O)C>[CH2:2]1[O:3][C:4]2([CH2:9][CH2:8][CH:7]([OH:10])[CH2:6][CH2:5]2)[O:11][CH2:1]1 |f:1.2|. Procedure: To a solution of 1,4-cyclohexanedione monoethylene ketal (3.12 g, 20 mmol) in dioxane (25 mL) and ethanol (45 mL) was added NaBH4 (0.38 g, 10 mmol) and the resulting mixture was refluxed for 45 min. The mixture was then cooled to room temperature, acidified to pH 5 with 10% citric acid and extracted with ethyl acetate to afford crude 1-hydroxy-4-cyclohexanone ethylene ketal (2.8 g). Reactants: [Si](C)(C)(C(C)(C)C)OCC1(CC=2N(CCS1)C(=NN2)C2(CC2)C2=CC=C(C=C2)B2OC(C(O2)(C)C)(C)C)C (8-({[Tert-butyl(dimethyl)silyl]oxy}methyl)-8-methyl-3-{1-[4-(4,4,5,5-tetramethyl-1,3,2-dioxaborolan-2-yl)phenyl]cyclopropyl}-5,6,8,9-tetrahydro[1,2,4]triazolo[4,3-d][1,4]thiazepine), BrC1=NC=CC=C1C (2-bromo-3-picoline), C([O-])([O-])=O.[K+].[K+] (potassium carbonate). Reagents/catalysts: C=1C=CC(=CC1)[P](C=2C=CC=CC2)(C=3C=CC=CC3)[Pd]([P](C=4C=CC=CC4)(C=5C=CC=CC5)C=6C=CC=CC6)([P](C=7C=CC=CC7)(C=8C=CC=CC8)C=9C=CC=CC9)[P](C=1C=CC=CC1)(C=1C=CC=CC1)C=1C=CC=CC1 (tetrakis(triphenylphosphine)palladium(0)). Solvent: C(OC)COC (dimethoxyethane), O (water). The product is [Si](C)(C)(C(C)(C)C)OCC1(CC=2N(CCS1)C(=NN2)C2(CC2)C2=CC=C(C=C2)C2=NC=CC=C2C)C (8-({[Tert-butyl(dimethyl)silyl]oxy}methyl)-8-methyl-3-{1-[4-(3-methylpyridin-2-yl)phenyl]cyclopropyl}-5,6,8,9-tetrahydro[1,2,4]triazolo[4,3-d][1,4]thiazepine). Isolated yield 82.6%. As a reaction SMILES: [Si:1]([O:8][CH2:9][C:10]1([CH3:38])[S:16][CH2:15][CH2:14][N:13]2[C:17]([C:20]3([C:23]4[CH:28]=[CH:27][C:26](B5OC(C)(C)C(C)(C)O5)=[CH:25][CH:24]=4)[CH2:22][CH2:21]3)=[N:18][N:19]=[C:12]2[CH2:11]1)([C:4]([CH3:7])([CH3:6])[CH3:5])([CH3:3])[CH3:2].Br[C:40]1[C:45]([CH3:46])=[CH:44][CH:43]=[CH:42][N:41]=1.C(=O)([O-])[O-].[K+].[K+]>C(COC)OC.O.C1C=CC([P]([Pd]([P](C2C=CC=CC=2)(C2C=CC=CC=2)C2C=CC=CC=2)([P](C2C=CC=CC=2)(C2C=CC=CC=2)C2C=CC=CC=2)[P](C2C=CC=CC=2)(C2C=CC=CC=2)C2C=CC=CC=2)(C2C=CC=CC=2)C2C=CC=CC=2)=CC=1>[Si:1]([O:8][CH2:9][C:10]1([CH3:38])[S:16][CH2:15][CH2:14][N:13]2[C:17]([C:20]3([C:23]4[CH:24]=[CH:25][C:26]([C:40]5[C:45]([CH3:46])=[CH:44][CH:43]=[CH:42][N:41]=5)=[CH:27][CH:28]=4)[CH2:22][CH2:21]3)=[N:18][N:19]=[C:12]2[CH2:11]1)([C:4]([CH3:7])([CH3:5])[CH3:6])([CH3:3])[CH3:2] |f:2.3.4,^1:63,65,84,103|. Procedure: A solution of the compound (555 mg, 1.0 mmol) obtained in Example 16-5), 2-bromo-3-picoline (344 mg, 2 mmol), tetrakis(triphenylphosphine)palladium(0) (231 mg, 0.2 mmol), and potassium carbonate (276 mg, 2 mmol) in dimethoxyethane (4 mL) and water (1 mL) was stirred at 100° C. for 1 h under microwave irradiation. The reaction mixture was cooled to room temperature and purified by silica gel chromatography (Isco Combiflash, 40 g, methanol:ethyl acetate=0:100 to 20:80, gradient) to obtain the titl... The product is ClC1=CC=C(C=C1)N=C1SC2C=CCCC2CC1 ((4-chlorophenyl)-(3,4,4a,5,6,8a-hexahydro-thiochromene-2-ylidene)-amine). Reaction SMILES: C1COCC1.II.[Cl:8][C:9]1[CH:14]=[CH:13][C:12]([NH:15][C:16](=[S:25])[CH2:17][CH2:18][CH:19]2[CH2:24][CH2:23][CH2:22][CH:21]=[CH:20]2)=[CH:11][CH:10]=1>O>[Cl:8][C:9]1[CH:10]=[CH:11][C:12]([N:15]=[C:16]2[CH2:17][CH2:18][CH:19]3[CH:24]([CH:23]=[CH:22][CH2:21][CH2:20]3)[S:25]2)=[CH:13][CH:14]=1. Reactants: C1CCOC1 (THF), C1CCOC1 (THF), ClC1=CC=C(C=C1)NC(CCC1C=CCCC1)=S (N-(4-chlorophenyl)-3-(2-cyclohexene-1-yl) thiopropionamide), II (iodine), C1CCOC1 (THF), 1,4 diazabicyclo[5,4,0]undec-7-ene(DBU). Solvent: O (water). Procedure: 10 ml of THF solution including 2.4 g of iodine was added to 40 ml of THF solution including 2.2 g of N-(4-chlorophenyl)-3-(2-cyclohexene-1-yl) thiopropionamide at 0° C. The temperature was raised to room temperature and the resulting solution was stirred for one night. Then the temperature was cooled to 0° C., and 5 ml of THF solution including 4.1 g of 1,4 diazabicyclo[5,4,0]undec-7-ene(DBU) was dropped into the resulting solution. The solution was stirred at room temperature for one night, an... Reactants: C([O-])([O-])=O.[K+].[K+] (potassium carbonate), COS(OC)(=O)=O (dimethylsulfuric acid), C(#N)C=1C=C(C(=O)OC)C=CC1O (Methyl 3-cyano-4-hydroxybenzoate). The solvent is CN(C=O)C (N,N-dimethylformamide). Reaction conditions: time 1 hour. Product: C(#N)C=1C=C(C(=O)OC)C=CC1OC (methyl 3-cyano-4-methoxybenzoate). The yield is 85.5%. As a reaction SMILES: [C:1]([C:3]1[CH:4]=[C:5]([CH:10]=[CH:11][C:12]=1[OH:13])[C:6]([O:8][CH3:9])=[O:7])#[N:2].[C:14](=O)([O-])[O-].[K+].[K+].COS(=O)(=O)OC>CN(C)C=O>[C:1]([C:3]1[CH:4]=[C:5]([CH:10]=[CH:11][C:12]=1[O:13][CH3:14])[C:6]([O:8][CH3:9])=[O:7])#[N:2] |f:1.2.3|. Procedure: Methyl 3-cyano-4-hydroxybenzoate (1.00 g) was dissolved in N,N-dimethylformamide (5 mL), and potassium carbonate (1.56 g) and dimethylsulfuric acid (0.70 mL) were added to the solution, and then the mixture was stirred at room temperature for 1 hour. After the reaction solution was filtered, water was added and the reaction mixture was extracted with ethyl acetate. The organic layer was washed with saturated brine, and then dried over anhydrous sodium sulfate. The solvent was distilled off under... Starting materials: Cl[Si](C)(C)Cl (dichlorodimethylsilane), [Cu](C#N)C#N (copper cyanide), [Mg] (magnesium), [Mg] (magnesium), BrC1=CC=C(C=C1)Br (p-Dibromobenzene), BrC1=C(C=CC=C1)Br (dibromobenzene). Reagents/catalysts: BrCCBr (1,2-dibromoethane). The solvent is CCOCC (ether), CCOCC (ether), CCOCC (ether). Product: BrC1=CC=C(C=C1)[Si](C)(C)C1=CC=C(C=C1)Br (Bis(p-bromophenyl)dimethylsilane). Isolated yield 36.0%. Reaction SMILES: [Mg].Br[C:3]1[CH:8]=[CH:7][C:6]([Br:9])=[CH:5][CH:4]=1.[Cu](C#N)C#N.Cl[Si:16](Cl)([CH3:18])[CH3:17].[Br:20][C:21]1[CH:26]=[CH:25][CH:24]=[CH:23][C:22]=1Br>BrCCBr.CCOCC>[Br:9][C:6]1[CH:7]=[CH:8][C:3]([Si:16]([C:24]2[CH:25]=[CH:26][C:21]([Br:20])=[CH:22][CH:23]=2)([CH3:18])[CH3:17])=[CH:4][CH:5]=1. Reported procedure: A 100 mL three-neck flask was equipped with an addition funnel, condenser, and stir bar. The flask was flame dried, flushed with argon and charged with magnesium (1.04 g, 42.8 mmol) and 5 mL of dry ether. A few drops of 1,2-dibromoethane was added to activate the magnesium and caused the ether to reflux. p-Dibromobenzene (10 g, 42.4 mmol) in 40 mL of ether was added dropwise at such a rate as to maintain reflux. After complete addition, the reaction mixture was heated to maintain reflux for an a... Reactants: [C+4], CC(C)(CF)N1CCN(C(=O)OCc2ccccc2)CC1, CCO, [OH-], [OH-], [OH-], [OH-], [OH-], [OH-], [Pd+2]. Product: CC(C)(CF)N1CCNCC1. Reaction SMILES: [C+4:25].[CH2:1]([O:2][C:3](=[O:4])[N:11]1[CH2:12][CH2:13][N:14]([C:17]([CH2:18][F:19])([CH3:20])[CH3:21])[CH2:15][CH2:16]1)[c:5]1[cH:6][cH:7][cH:8][cH:9][cH:10]1.[CH3:22][CH2:23][OH:24].[OH-:26].[OH-:28].[OH-:29].[OH-:30].[OH-:31].[OH-:32].[Pd+2:27]>>[NH:11]1[CH2:12][CH2:13][N:14]([C:17]([CH2:18][F:19])([CH3:20])[CH3:21])[CH2:15][CH2:16]1.